This data is from the Open Reaction Database (ORD), a public repository of structured organic reaction records. The task is: describe an organic reaction: reactants, conditions, products, and yield The reactants are CCOC(=O)N1CCC(=O)C(C)C1, C1CCNC1, c1ccccc1. Product: CCOC(=O)N1CC=C(N2CCCC2)C(C)C1. As a reaction SMILES: [C:1](=[O:2])([O:3][CH2:4][CH3:5])[N:6]1[CH2:7][CH:8]([CH3:13])[C:9](=[O:12])[CH2:10][CH2:11]1.[CH2:14]1[CH2:15][CH2:16][NH:17][CH2:18]1.[cH:19]1[cH:20][cH:21][cH:22][cH:23][cH:24]1>>[C:1](=[O:2])([O:3][CH2:4][CH3:5])[N:6]1[CH2:7][CH:8]([CH3:13])[C:9]([N:17]2[CH2:16][CH2:15][CH2:14][CH2:18]2)=[CH:10][CH2:11]1.